This data is from the Open Reaction Database (ORD), a public repository of structured organic reaction records. The task is: describe an organic reaction: reactants, conditions, products, and yield Reactants: 4.5, [OH-].[Na+] (NaOH), COC(=O)C=1C=C2C(=NNC2=CC1O)CC1=CC(=CC=C1)C (5-methoxycarbonyl-6-hydroxy-3-(3-methylbenzyl)-1H-indazole). The solvent is O1CCOCC1 (dioxane). The product is C(=O)(O)C=1C=C2C(=NNC2=CC1O)CC1=CC(=CC=C1)C (5-carboxy-6-hydroxy-3-(3-methylbenzyl)-1H-indazole). RXN SMILES: [OH-].[Na+].C[O:4][C:5]([C:7]1[CH:8]=[C:9]2[C:13](=[CH:14][C:15]=1[OH:16])[NH:12][N:11]=[C:10]2[CH2:17][C:18]1[CH:23]=[CH:22][CH:21]=[C:20]([CH3:24])[CH:19]=1)=[O:6]>O1CCOCC1>[C:5]([C:7]1[CH:8]=[C:9]2[C:13](=[CH:14][C:15]=1[OH:16])[NH:12][N:11]=[C:10]2[CH2:17][C:18]1[CH:23]=[CH:22][CH:21]=[C:20]([CH3:24])[CH:19]=1)([OH:6])=[O:4] |f:0.1|. Procedure details: 4.5 4.23 ml of 2 N NaOH are added to a solution of 523 mg of “4d” in 10 ml of dioxane, and the mixture is heated under reflux for 1.5 hours. The mixture is subjected to conventional work-up, giving 386 mg of 5-carboxy-6-hydroxy-3-(3-methylbenzyl)-1H-indazole (“4e”). The reactants are [BH4-].[Na+] (sodium borohydride), Cl (hydrochloric acid), CS(=O)(=O)C1=CC=C(C=C1)C(C)=O (4′-(Methylsulfonyl)acetophenone), C(CN)N (ethylenediamine). The solvent is O1CCCC1 (tetrahydrofuran), CO (methanol), CO (methanol). Conditions: temperature 50 celsius, time 16 hour. Yields the product CS(=O)(=O)C1=CC=C(C=C1)C(C)NCCN (N-[1-[4-(methylsulfonyl)phenyl]ethyl]ethane-1,2-diamine). Yield: 45.2%. Reaction SMILES: [CH3:1][S:2]([C:5]1[CH:10]=[CH:9][C:8]([C:11](=O)[CH3:12])=[CH:7][CH:6]=1)(=[O:4])=[O:3].[CH2:14]([NH2:17])[CH2:15][NH2:16].[BH4-].[Na+].Cl>CO.O1CCCC1>[CH3:1][S:2]([C:5]1[CH:10]=[CH:9][C:8]([CH:11]([NH:16][CH2:15][CH2:14][NH2:17])[CH3:12])=[CH:7][CH:6]=1)(=[O:4])=[O:3] |f:2.3|. Procedure details: 4′-(Methylsulfonyl)acetophenone (1.0 g) and ethylenediamine (908 mg) were dissolved in methanol (10 ml), and the solution was heated at 50° C. for 3 hours. The reaction mixture was added with a suspension of sodium borohydride (286 mg) in tetrahydrofuran (50 ml), and then added with methanol (6 ml), and the mixture was stirred at room temperature for 16 hours. The reaction mixture was made acidic with 1 N hydrochloric acid, and then the solvent was evaporated under reduced pressure. The mixture ... Reactants: C(CCCCCCC)C1CC2=CC=C(C=C2C1)B(O)O (2-octylindan-5-boronic acid), O(S(=O)(=O)C(F)(F)F)C1=CC(=C(C=C1)C1=NC=C(C=N1)CCCCCCCCCC)F (3-fluoro-4-(5-decylpyrimidine-2-yl)phenyl triflate), C(C)O (ethanol), C([O-])([O-])=O.[Na+].[Na+] (sodium carbonate). Solvent: C1(=CC=CC=C1)C (toluene), O (water), C1(=CC=CC=C1)C (toluene). As a reaction SMILES: [CH2:1]([CH:9]1[CH2:17][C:16]2[C:11](=[CH:12][CH:13]=[C:14](B(O)O)[CH:15]=2)[CH2:10]1)[CH2:2][CH2:3][CH2:4][CH2:5][CH2:6][CH2:7][CH3:8].O([C:29]1[CH:34]=[CH:33][C:32]([C:35]2[N:40]=[CH:39][C:38]([CH2:41][CH2:42][CH2:43][CH2:44][CH2:45][CH2:46][CH2:47][CH2:48][CH2:49][CH3:50])=[CH:37][N:36]=2)=[C:31]([F:51])[CH:30]=1)S(C(F)(F)F)(=O)=O.C(O)C.C(=O)([O-])[O-].[Na+].[Na+]>[Pd].C1(P(C2C=CC=CC=2)C2C=CC=CC=2)C=CC=CC=1.C1(P(C2C=CC=CC=2)C2C=CC=CC=2)C=CC=CC=1.C1(P(C2C=CC=CC=2)C2C=CC=CC=2)C=CC=CC=1.C1(P(C2C=CC=CC=2)C2C=CC=CC=2)C=CC=CC=1.C1(C)C=CC=CC=1.O>[CH2:1]([CH:9]1[CH2:17][C:16]2[C:11](=[CH:12][CH:13]=[C:14]([C:29]3[CH:34]=[CH:33][C:32]([C:35]4[N:40]=[CH:39][C:38]([CH2:41][CH2:42][CH2:43][CH2:44][CH2:45][CH2:46][CH2:47][CH2:48][CH2:49][CH3:50])=[CH:37][N:36]=4)=[C:31]([F:51])[CH:30]=3)[CH:15]=2)[CH2:10]1)[CH2:2][CH2:3][CH2:4][CH2:5][CH2:6][CH2:7][CH3:8] |f:3.4.5,6.7.8.9.10|. The product is C(CCCCCCC)C1CC2=CC=C(C=C2C1)C1=CC(=C(C=C1)C1=NC=C(C=N1)CCCCCCCCCC)F (2-octyl-5-[3-fluoro-4-(5-decylpyrimidine-2-yl)phenyl]indan). Procedure details: 0.40 g (1.46 mM of 2-octylindan-5-boronic acid, 0.60 g (1.30 mM) of 3-fluoro-4-(5-decylpyrimidine-2-yl)phenyl triflate, 1.2 ml of ethanol, 2 ml of toluene, 2 ml of 2M-sodium carbonate aqueous solution and 0.07 g of tetrakis (triphenylphosphine) palladium (O) were mixed and heat-refluxed for 200 minutes under stirring. After the reaction, the reaction mixture, water and toluene were added to followed by filtration under reduced pressure. The toluene layer was washed with a common salt aqueous sol... The yield is 73.8%. The reagents and catalysts are [Pd].C1(=CC=CC=C1)P(C1=CC=CC=C1)C1=CC=CC=C1.C1(=CC=CC=C1)P(C1=CC=CC=C1)C1=CC=CC=C1.C1(=CC=CC=C1)P(C1=CC=CC=C1)C1=CC=CC=C1.C1(=CC=CC=C1)P(C1=CC=CC=C1)C1=CC=CC=C1 (tetrakis (triphenylphosphine) palladium). The reactants are [N+](=O)([O-])C1=NON=C1N=NC=1C(=NON1)[N+](=O)[O-] (3,3′-dinitro-4,4′-azofurazan), C(C)(=O)O (acetic acid). Reagents/catalysts: [Zn] (Zn). Run in CO (methanol). Run at time 2 hour. Product: [N+](=O)([O-])C1=NON=C1NNC=1C(=NON1)[N+](=O)[O-] (3,3′-dinitro-4,4′-hydrazofurazan). The yield is 94.3%. Reaction SMILES: [N+:1]([C:4]1[C:8]([N:9]=[N:10][C:11]2[C:12]([N+:16]([O-:18])=[O:17])=[N:13][O:14][N:15]=2)=[N:7][O:6][N:5]=1)([O-:3])=[O:2].C(O)(=O)C>CO.[Zn]>[N+:1]([C:4]1[C:8]([NH:9][NH:10][C:11]2[C:12]([N+:16]([O-:18])=[O:17])=[N:13][O:14][N:15]=2)=[N:7][O:6][N:5]=1)([O-:3])=[O:2]. Reported procedure: To a suspension of 3,3′-dinitro-4,4′-azofurazan (1.42 g, 6.0 mmol) and Zn (0.78 g, 12 mmol) in 10 ml of methanol at room temperature, was added dropwise glacial acetic acid (0.8 ml, 12 mmol). A vigorous reaction took place, and after the greenish reaction mixture was stirred at room temperature for 2 hours. The slurry was filtered through a bed of celite and the filtrate was concentrated on a rotary evaporator and passed through a bed of silica gel using CH2Cl2/EtOAc. Removal of solvent gave 1.4... Reactants: CCOCC, Cc1onc(-c2ccccc2)c1CO, ClCCl, [Mg+2], O=S(=O)([O-])[O-], O=[Cr](=O)([O-])Cl, c1cc[nH+]cc1. Yields the product Cc1onc(-c2ccccc2)c1C=O. As a reaction SMILES: [CH2:35]([O:36][CH2:37][CH3:38])[CH3:39].[CH3:18][c:19]1[c:20]([CH2:30][OH:31])[c:21](-[c:24]2[cH:25][cH:26][cH:27][cH:28][cH:29]2)[n:22][o:23]1.[Cl:32][CH2:33][Cl:34].[Mg+2:12].[O-:13][S:14](=[O:15])(=[O:16])[O-:17].[O:1]=[Cr:2]([Cl:3])([O-:4])=[O:5].[nH+:6]1[cH:7][cH:8][cH:9][cH:10][cH:11]1>>[CH3:18][c:19]1[c:20]([CH:30]=[O:31])[c:21](-[c:24]2[cH:25][cH:26][cH:27][cH:28][cH:29]2)[n:22][o:23]1.